This data is from the Open Reaction Database (ORD), a public repository of structured organic reaction records. The task is: describe an organic reaction: reactants, conditions, products, and yield Starting materials: CC1([C@@H]([C@@H]1C#CC(=O)OC)C(=O)OC(C)(C)C)C (tert.-butyl(1R,cis)2,2-dimethyl-3-[2-(methoxy carbonyl)-ethynyl]-cyclopropane-carboxylate), N1=CC=CC2=CC=CC=C12 (quinoline). The reagents and catalysts are [OH-].[Pd+2].[OH-] (palladium hydroxide). Solvent: C(C)(=O)OCC (ethyl acetate). Yields the product CC1([C@@H]([C@@H]1\C=C/C(=O)OC)C(=O)OC(C)(C)C)C (tert.-butyl(1R,cis)2,2-dimethyl-3-[(Z)-2-(methoxy carbonyl)-ethenyl]-cyclopropane carboxylate). Isolated yield 90.9%. As a reaction SMILES: [CH3:1][C:2]1([CH3:18])[C@@H:4]([C:5]#[C:6][C:7]([O:9][CH3:10])=[O:8])[C@H:3]1[C:11]([O:13][C:14]([CH3:17])([CH3:16])[CH3:15])=[O:12].N1C2C(=CC=CC=2)C=CC=1>C(OCC)(=O)C.[OH-].[Pd+2].[OH-]>[CH3:1][C:2]1([CH3:18])[C@@H:4](/[CH:5]=[CH:6]\[C:7]([O:9][CH3:10])=[O:8])[C@H:3]1[C:11]([O:13][C:14]([CH3:17])([CH3:16])[CH3:15])=[O:12] |f:3.4.5|. Procedure: 12 g of the product of Step A in 240 cm3 of ethyl acetate were hydrogenated in the presence of 2.4 g of 10% palladium hydroxide on barium sulfate and 2.4 cm3 of quinoline. The mixture was filtered and the filtrate was evaporated to dryness to obtain 11 g of tert.-butyl(1R,cis)2,2-dimethyl-3-[(Z)-2-(methoxy carbonyl)-ethenyl]-cyclopropane carboxylate.